From a dataset of the Open Reaction Database (ORD), a public repository of structured organic reaction records. describe an organic reaction: reactants, conditions, products, and yield The reactants are FC(C(C(F)(F)F)(OCOC)C1=CC(=C(OC=2C=C(C=CC2)C2OC2)C=C1)CCC)(F)F (2-(3-(4-(1,1,1,3,3,3-hexafluoro-2-(methoxymethoxy)propan-2-yl)-2-propylphenoxy)phenyl) oxirane), C(#N)[BH3-].[Na+] (sodium cyanoborohydride), C(O)([O-])=O.[Na+] (sodium hydrogen carbonate), resultant mixture. Run in O1CCCC1 (tetrahydrofuran). The product is FC(C(C(F)(F)F)(OCOC)C1=CC(=C(OC=2C=C(C=CC2)CCO)C=C1)CCC)(F)F (2-(3-(4-(1,1,1,3,3,3-hexafluoro-2-(methoxymethoxy)propan-2-yl)-2-propylphenoxy)phenyl) ethanol). Yield: 45.8%. RXN SMILES: [F:1][C:2]([F:32])([F:31])[C:3]([C:12]1[CH:27]=[CH:26][C:15]([O:16][C:17]2[CH:18]=[C:19]([CH:23]3[CH2:25][O:24]3)[CH:20]=[CH:21][CH:22]=2)=[C:14]([CH2:28][CH2:29][CH3:30])[CH:13]=1)([O:8][CH2:9][O:10][CH3:11])[C:4]([F:7])([F:6])[F:5].C([BH3-])#N.[Na+].C(=O)([O-])O.[Na+]>O1CCCC1>[F:1][C:2]([F:31])([F:32])[C:3]([C:12]1[CH:27]=[CH:26][C:15]([O:16][C:17]2[CH:18]=[C:19]([CH2:23][CH2:25][OH:24])[CH:20]=[CH:21][CH:22]=2)=[C:14]([CH2:28][CH2:29][CH3:30])[CH:13]=1)([O:8][CH2:9][O:10][CH3:11])[C:4]([F:5])([F:7])[F:6] |f:1.2,3.4|. Reported procedure: To a solution of 2-(3-(4-(1,1,1,3,3,3-hexafluoro-2-(methoxymethoxy)propan-2-yl)-2-propylphenoxy)phenyl) oxirane (550 mg, 1.18 mmol) in tetrahydrofuran (10 mL), boron trifluoride diethyl ether complex (400 μl) and sodium cyanoborohydride (222 mg) were added at 0° C. under an argon atmosphere, and the resultant mixture was stirred. After completion of the reaction, the reaction solution was added with a saturated aqueous solution of sodium hydrogen carbonate, extracted with ethyl acetate, and then... Yields the product CC1=CC=C(C=C1)[C@@H]1[C@@H](C(=O)NC)O1 ((2S,3R)-3-(4-methylphenyl)-2,3-epoxy-N-methylpropionamide). Run in CO (methanol), CO (methanol). Yield: 91.6%. The reactants are CN (methylamine), COC([C@@H]1[C@H](O1)C1=CC=C(C=C1)C)=O ((2S,3R)-3-(4-methylphenyl)-2,3-epoxypropionic acid methyl ester). RXN SMILES: C[O:2][C:3](=O)[C@H:4]1[O:6][C@@H:5]1[C:7]1[CH:12]=[CH:11][C:10]([CH3:13])=[CH:9][CH:8]=1.[CH3:15][NH2:16]>CO>[CH3:13][C:10]1[CH:11]=[CH:12][C:7]([C@H:5]2[O:6][C@@H:4]2[C:3]([NH:16][CH3:15])=[O:2])=[CH:8][CH:9]=1. Procedure: To a mixture of (2S,3R)-3-(4-methylphenyl)-2,3-epoxypropionic acid methyl ester (1.92 g) and methanol (10 ml) is added dropwise a solution of 40% aqueous methylamine solution (2.37 g) in methanol (10 ml) under ice-cooling. The reaction mixture is stirred under ice-cooling for one hour, and concentrated under reduced pressure. To the residue is added ether, and the precipitated crystals are collected by filtration, washed, and dried at 50° C. to give (2S,3R)-3-(4-methylphenyl)-2,3-epoxy-N-methylp...